This data is from the Open Reaction Database (ORD), a public repository of structured organic reaction records. The task is: describe an organic reaction: reactants, conditions, products, and yield Reactants: C(C)S (ethyl mercaptan), [H-].[Na+] (sodium hydride), NC1=CC(=C(C(=O)O)C=C1Cl)OC (4-amino-5-chloro-2-methoxybenzoic acid). The solvent is CN(C=O)C (dimethylformamide). Run at time 15 minute. Product: NC1=CC(=C(C(=O)O)C=C1Cl)O (4-Amino-5-chloro-2-hydroxybenzoic acid). Isolated yield 83.4%. As a reaction SMILES: [H-].[Na+].C(S)C.[NH2:6][C:7]1[C:15]([Cl:16])=[CH:14][C:10]([C:11]([OH:13])=[O:12])=[C:9]([O:17]C)[CH:8]=1>CN(C)C=O>[NH2:6][C:7]1[C:15]([Cl:16])=[CH:14][C:10]([C:11]([OH:13])=[O:12])=[C:9]([OH:17])[CH:8]=1 |f:0.1|. Procedure: A cooled (5° C.) suspension of 60% sodium hydride/oil dispersion (20.0 g, 0.50 mole) in anhydrous dimethylformamide (300 mL) under nitrogen was treated slowly dropwise with ethyl mercaptan (18.7 g, 0.30 mole) so as to maintain a pot temperature below 15° C., then stirred at room temperature for 15 minutes, cooled (5° C.), and treated in portions with 4-amino-5-chloro-2-methoxybenzoic acid (40.33 g, 0.20 mole). The mixture was heated to 105°±5° C. for 4 hours, cooled, and concentrated in vacuo to... The reactants are CCCc1c(OCCCOc2cccc(NC(=O)c3nnnn3Cc3ccc(OC)cc3)c2C#N)ccc(C(C)=O)c1O, COc1ccccc1, O=C(O)C(F)(F)F. Yields the product CCCc1c(OCCCOc2cccc(NC(=O)c3nnn[nH]3)c2C#N)ccc(C(C)=O)c1O. As a reaction SMILES: [C:1]([CH3:2])(=[O:3])[c:4]1[c:5]([OH:43])[c:6]([CH2:40][CH2:41][CH3:42])[c:7]([O:8][CH2:9][CH2:10][CH2:11][O:12][c:13]2[c:14]([C:36]#[N:37])[c:15]([NH:19][C:20](=[O:21])[c:22]3[n:23][n:24][n:25][n:26]3[CH2:27][c:28]3[cH:29][cH:30][c:31]([O:32][CH3:33])[cH:34][cH:35]3)[cH:16][cH:17][cH:18]2)[cH:38][cH:39]1.[CH3:51][O:52][c:53]1[cH:54][cH:55][cH:56][cH:57][cH:58]1.[OH:44][C:45]([C:46]([F:47])([F:48])[F:49])=[O:50]>>[C:1]([CH3:2])(=[O:3])[c:4]1[c:5]([OH:43])[c:6]([CH2:40][CH2:41][CH3:42])[c:7]([O:8][CH2:9][CH2:10][CH2:11][O:12][c:13]2[c:14]([C:36]#[N:37])[c:15]([NH:19][C:20](=[O:21])[c:22]3[nH:23][n:24][n:25][n:26]3)[cH:16][cH:17][cH:18]2)[cH:38][cH:39]1. Starting materials: CC(C)(C)P(c1ccccc1)C(C)(C)C, O=C([O-])[O-], CC(=O)O[Pd]OC(C)=O, Clc1nc2c(c(-c3ccccc3)n1)CCN(Cc1ccccc1)C2, CCOC(C)=O, Cc1ccccc1, [Cs+], [Cs+], Cc1cccc(C)c1NC(=O)c1ccc(N)cc1. Product: Cc1cccc(C)c1NC(=O)c1ccc(Nc2nc3c(c(-c4ccccc4)n2)CCN(Cc2ccccc2)C3)cc1. Reaction SMILES: [C:43]([P:44]([C:45]([CH3:46])([CH3:47])[CH3:48])[c:49]1[cH:50][cH:51][cH:52][cH:53][cH:54]1)([CH3:55])([CH3:56])[CH3:57].[C:58](=[O:59])([O-:60])[O-:61].[C:70]([O:71][Pd:72][O:73][C:74](=[O:75])[CH3:76])(=[O:77])[CH3:78].[CH2:1]([c:2]1[cH:3][cH:4][cH:5][cH:6][cH:7]1)[N:8]1[CH2:9][c:10]2[n:11][c:12]([Cl:24])[n:13][c:14](-[c:18]3[cH:19][cH:20][cH:21][cH:22][cH:23]3)[c:15]2[CH2:16][CH2:17]1.[CH3:64][CH2:65][O:66][C:67](=[O:68])[CH3:69].[CH3:79][c:80]1[cH:81][cH:82][cH:83][cH:84][cH:85]1.[Cs+:62].[Cs+:63].[NH2:25][c:26]1[cH:27][cH:28][c:29]([C:30](=[O:31])[NH:32][c:33]2[c:34]([CH3:40])[cH:35][cH:36][cH:37][c:38]2[CH3:39])[cH:41][cH:42]1>>[CH2:1]([c:2]1[cH:3][cH:4][cH:5][cH:6][cH:7]1)[N:8]1[CH2:9][c:10]2[n:11][c:12]([NH:25][c:26]3[cH:27][cH:28][c:29]([C:30](=[O:31])[NH:32][c:33]4[c:34]([CH3:40])[cH:35][cH:36][cH:37][c:38]4[CH3:39])[cH:41][cH:42]3)[n:13][c:14](-[c:18]3[cH:19][cH:20][cH:21][cH:22][cH:23]3)[c:15]2[CH2:16][CH2:17]1. The reactants are COC1=CC=C(C(=O)NC2=C(C=CC=C2)N2C(C3=CC=C(C=C3C2=O)[N+](=O)[O-])=O)C=C1 (N-(4-methoxybenzoyl)-2-(5-nitro-1,3-dihydro-1,3-dioxo-2H-isoindol-2-yl)benzeneamine), C(C)O (ethanol), [H][H] (hydrogen). The reagents and catalysts are [Pd] (palladium-on-carbon). Run in C(C)(=O)OCC (ethyl acetate). Product: COC1=CC=C(C(=O)NC2=C(C=CC=C2)N2C(C3=CC=C(C=C3C2=O)N)=O)C=C1 (N-(4-Methoxybenzoyl)-2-(5-amino-1,3-dihydro-1,3-dioxo-2H-isoindol-2-yl)benzeneamine). Yield: 58.0%. Reaction SMILES: [CH3:1][O:2][C:3]1[CH:31]=[CH:30][C:6]([C:7]([NH:9][C:10]2[CH:15]=[CH:14][CH:13]=[CH:12][C:11]=2[N:16]2[C:24](=[O:25])[C:23]3[C:18](=[CH:19][CH:20]=[C:21]([N+:26]([O-])=O)[CH:22]=3)[C:17]2=[O:29])=[O:8])=[CH:5][CH:4]=1.C(O)C.[H][H]>[Pd].C(OCC)(=O)C>[CH3:1][O:2][C:3]1[CH:4]=[CH:5][C:6]([C:7]([NH:9][C:10]2[CH:15]=[CH:14][CH:13]=[CH:12][C:11]=2[N:16]2[C:24](=[O:25])[C:23]3[C:18](=[CH:19][CH:20]=[C:21]([NH2:26])[CH:22]=3)[C:17]2=[O:29])=[O:8])=[CH:30][CH:31]=1. Procedure details: A solution of N-(4-methoxybenzoyl)-2-(5-nitro-1,3-dihydro-1,3-dioxo-2H-isoindol-2-yl)benzeneamine (1.11 g, 2.66 mmol) and 5% palladium-on-carbon (1.21 g) in 2:1 ethanol:ethyl acetate (200 mL) was placed under 1 atmosphere of hydrogen. After consumption of the starting material (about 2-3 h), the mixture was filtered through diatomaceous earth and the resulting filtrate concentrated in vacuo. Recrystallization from hexanes/ethyl acetate yielded 596 mg (58% of the title-compound. The reactants are BrB(Br)Br, C1=CCCCC1, ClCCl, COc1ccc(S(=O)(=O)N2c3ccc(F)cc3-c3cc(F)ccc3C2C)cc1. Product: CC1c2ccc(F)cc2-c2cc(F)ccc2N1S(=O)(=O)c1ccc(O)cc1. Reaction SMILES: [B:35]([Br:36])([Br:37])[Br:38].[CH2:29]1[CH2:30][CH:31]=[CH:32][CH2:33][CH2:34]1.[Cl:39][CH2:40][Cl:41].[F:1][c:2]1[cH:3][c:4]2[c:13]([cH:14][cH:15]1)[N:12]([S:16](=[O:17])(=[O:18])[c:19]1[cH:20][cH:21][c:22]([O:25][CH3:26])[cH:23][cH:24]1)[CH:11]([CH3:27])[c:10]1[c:5]-2[cH:6][c:7]([F:28])[cH:8][cH:9]1>>[F:1][c:2]1[cH:3][c:4]2[c:13]([cH:14][cH:15]1)[N:12]([S:16](=[O:17])(=[O:18])[c:19]1[cH:20][cH:21][c:22]([OH:25])[cH:23][cH:24]1)[CH:11]([CH3:27])[c:10]1[c:5]-2[cH:6][c:7]([F:28])[cH:8][cH:9]1. The reactants are ClC=1C=C(C=C(C1C(C)(C)C#N)Cl)N1N=C(C(NC1=O)=O)C(=O)O (2-[3,5-dichloro-4-(1-cyano-1-methylethyl)phenyl]-2,3,4,5-tetrahydro-3,5-dioxo-1,2,4-triazine-6-carboxylic acid). The solvent is SCC(=O)O (mercaptoacetic acid). Run at temperature 100 celsius, time 4 hour. Yields the product ClC1=C(C(=CC(=C1)N1N=CC(NC1=O)=O)Cl)C(C#N)(C)C (2,6-dichloro-4-(4,5-dihydro-3,5-dioxo-1,2,4-triazin-2(3H)-yl)-α,α-dimethylbenzeneacetonitrile). Yield: 40.4%. As a reaction SMILES: [Cl:1][C:2]1[CH:3]=[C:4]([N:14]2[C:19](=[O:20])[NH:18][C:17](=[O:21])[C:16](C(O)=O)=[N:15]2)[CH:5]=[C:6]([Cl:13])[C:7]=1[C:8]([C:11]#[N:12])([CH3:10])[CH3:9]>SCC(O)=O>[Cl:13][C:6]1[CH:5]=[C:4]([N:14]2[C:19](=[O:20])[NH:18][C:17](=[O:21])[CH:16]=[N:15]2)[CH:3]=[C:2]([Cl:1])[C:7]=1[C:8]([CH3:10])([CH3:9])[C:11]#[N:12]. Procedure details: A suspension of intermediate (6) (0.28 mole) in mercaptoacetic acid (250 ml) was stirred for 4 hours at 100° C., then allowed to cool to RT and stirred overnight. The reaction mixture was poured out onto crushed ice and this mixture was extracted with CH2Cl2. The separated organic layer was dried, filtered and the solvent evaporated. Toluene was added and azeotroped on the rotary evaporator. The residue was purified by short column chromatography over silica gel (eluent: CH2Cl2/CH3OH 98/2). The ... Reactants: CC(=CC[C@@H]1[C@@](O1)(C)[C@H]2[C@@H]([C@@H](CC[C@]23CO3)O)OC)C (fumagillol), CO (methanol), C[O-].[Na+] (sodium methoxide), SCC1=C(CO)C=CC=C1 (2-mercaptomethylbenzylalcohol). Run in O (water). Conditions: time 1 hour. Yields the product O1C(C1CC=C(C)C)(C)C1C(CCC(C1OC)O)(O)CSCC1=C(C=CC=C1)CO (2-(1,2-epoxy-1,5-dimethy-4-hexenyl)-1-(2-hydroxymethylbenzyl)thiomethyl-3-methoxy-1,4-cyclohexanediol). The yield is 92.5%. RXN SMILES: CO.C[O-].[Na+].[SH:6][CH2:7][C:8]1[CH:15]=[CH:14][CH:13]=[CH:12][C:9]=1[CH2:10][OH:11].[CH3:16][C:17]([CH3:35])=[CH:18][CH2:19][C@H:20]1[O:22][C@@:21]1([C@@H:24]1[C@:29]2([O:31][CH2:30]2)[CH2:28][CH2:27][C@@H:26]([OH:32])[C@H:25]1[O:33][CH3:34])[CH3:23]>O>[O:22]1[CH:20]([CH2:19][CH:18]=[C:17]([CH3:35])[CH3:16])[C:21]1([CH:24]1[CH:25]([O:33][CH3:34])[CH:26]([OH:32])[CH2:27][CH2:28][C:29]1([CH2:30][S:6][CH2:7][C:8]1[CH:15]=[CH:14][CH:13]=[CH:12][C:9]=1[CH2:10][OH:11])[OH:31])[CH3:23] |f:1.2|. Procedure: To an about 14% methanol solution (6 ml) of sodium methoxide were added, under ice-cooling, 2-mercaptomethylbenzylalcohol (655 mg) and fumagillol (1.00 g). The mixture was stirred for one hour at room temperature, to which was added water to suspend the reaction. The product was extracted with ethyl acetate, The extract solution was washed with a saturated aqueous solution of sodium chloride, then dried over anhydrous magnesium sulfate. The solvent was distilled off under reduced pressure, and t...